From a dataset of the Open Reaction Database (ORD), a public repository of structured organic reaction records. describe an organic reaction: reactants, conditions, products, and yield The reactants are N[C@](CC(=O)O)(CC(CC)C)C (3(S)-Amino-3,5-dimethyl-heptanoic acid), N[C@](CC(=O)O)(CC(CCCC)C)C (3(S)-Amino-3,5-dimethyl-nonanoic acid). Yields the product N[C@](CC(=O)O)(CC(CCC)C)C (3(S)-Amino-3,5-dimethyl-octanoic Acid). RXN SMILES: N[C@@](C)(CC(C)CC)CC(O)=O.[NH2:13][C@@:14]([CH3:26])([CH2:19][CH:20]([CH3:25])[CH2:21][CH2:22][CH2:23]C)[CH2:15][C:16]([OH:18])=[O:17]>>[NH2:13][C@@:14]([CH3:26])([CH2:19][CH:20]([CH3:25])[CH2:21][CH2:22][CH3:23])[CH2:15][C:16]([OH:18])=[O:17]. Procedure: A procedure similar to that of 3(S)-Amino-3,5-dimethyl-heptanoic acid was used to prepare 3(S)-Amino-3,5-dimethyl-nonanoic acid. m/z 188.1 (C10H21 NO2+H). The reactants are O=C(O)c1c(F)c(F)cc(F)c1F, O=S(Cl)Cl. Product: O=C(Cl)c1c(F)c(F)cc(F)c1F. RXN SMILES: [F:1][c:2]1[c:3]([C:4](=[O:5])[OH:6])[c:7]([F:13])[c:8]([F:12])[cH:9][c:10]1[F:11].[S:14]([Cl:15])([Cl:16])=[O:17]>>[F:1][c:2]1[c:3]([C:4](=[O:5])[Cl:16])[c:7]([F:13])[c:8]([F:12])[cH:9][c:10]1[F:11].